The task is: describe an organic reaction: reactants, conditions, products, and yield. This data is from the Open Reaction Database (ORD), a public repository of structured organic reaction records. Starting materials: O=C1C(CCC1)C(=O)OCC (ethyl 2-oxocyclopentanecarboxylate), 1U, reaction mixture, ( 1 ), C=1N=C(C2=C(N1)N(C=N2)[C@H]3[C@@H]([C@@H]([C@H](O3)COP(=O)(O)OP(=O)(O)OC[C@@H]4[C@H]([C@H]([C@@H](O4)N5C=CCC(=C5)C(=O)N)O)O)O)OP(=O)(O)O)N (NADPH), O=C1C(CCC1)C(=O)OCC (ethyl 2-oxocyclopentanecarboxylate), P(=O)([O-])([O-])[O-] (phosphate), O=C[C@H](O)[C@@H](O)[C@H](O)[C@H](O)CO (glucose), O=C[C@H](O)[C@@H](O)[C@H](O)[C@H](O)CO (glucose), O=C[C@H](O)[C@@H](O)[C@H](O)[C@H](O)CO (glucose), C1=CC(=C[N+](=C1)[C@H]2[C@@H]([C@@H]([C@H](O2)COP(=O)(O)OP(=O)(O)OC[C@@H]3[C@H]([C@H]([C@@H](O3)N4C=NC5=C4N=CN=C5N)OP(=O)(O)O)O)O)O)C(=O)N (NADP+), 2U, ( 1 ). Run at time 6 hour. The product is OC1C(CCC1)C(=O)OCC (ethyl 2-hydroxycyclopentane-carboxylate). Reaction SMILES: [O:1]=[C:2]1[CH2:6][CH2:5][CH2:4][CH:3]1[C:7]([O:9][CH2:10][CH3:11])=[O:8].C1N=C(N)C2N=CN([C@@H]3O[C@H](COP(OP(OC[C@H]4O[C@@H](N5C=C(C(N)=O)CC=C5)[C@H](O)[C@@H]4O)(O)=O)(O)=O)[C@@H](O)[C@H]3OP(O)(O)=O)C=2N=1.P([O-])([O-])([O-])=O.O=C[C@@H]([C@H]([C@@H]([C@@H](CO)O)O)O)O.C1C=[N+]([C@@H]2O[C@H](COP(OP(OC[C@H]3O[C@@H](N4C5N=CN=C(N)C=5N=C4)[C@H](OP(O)(O)=O)[C@@H]3O)(O)=O)(O)=O)[C@@H](O)[C@H]2O)C=C(C(N)=O)C=1>>[OH:1][CH:2]1[CH2:6][CH2:5][CH2:4][CH:3]1[C:7]([O:9][CH2:10][CH3:11])=[O:8]. Procedure details: The asymmetric reduction of ethyl 2-oxocyclopentanecarboxylate was carried out by using this reductase (1). Namely, 4 ml of the reaction mixture containing the reductase (1) (2U), NADPH (0.8 μmol), ethyl 2-oxocyclopentanecarboxylate (100 μmol, 16 mg), phosphate buffer solution (pH 7.0, 400 μmol), glucose dehydrogenase [manufactured by Sigma, Co., U.S.A.; 2U (wherein 1U is defined as the amount of the enzyme which reduces 1 μmol of NADP+ per 1 minute in the presence of glucose)] and glucose (100 ... Starting materials: CC1=CC=C(C=C1)S(=O)(=O)OCC1OC2=C(C1)C=CC=C2Br ((±)-(7-bromo-2,3-dihydro-1-benzofuran-2-yl)methyl 4-methylbenzenesulfonate), Intermediate 37, COC1=C(C=CC(=C1)OC)B(O)O (2,4-dimethoxyphenylboronic acid), C([O-])([O-])=O.[K+].[K+] (potassium carbonate). The reagents and catalysts are CC1=C([P](C2=C(C)C=CC=C2)([Pd]([P](C3=C(C)C=CC=C3)(C4=C(C)C=CC=C4)C(C=CC=C5)=C5C)(Cl)Cl)C6=C(C)C=CC=C6)C=CC=C1 (dichlorobis(tri-o-tolylphosphine)-palladium(II)). The product is CC1=CC=C(C=C1)S(=O)(=O)OCC1OC2=C(C1)C=CC=C2C2=C(C=C(C=C2)OC)OC ((±)-[7-(2,4-dimethoxyphenyl)-2,3-dihydro-1-benzofuran-2-yl]methyl 4-methylbenzenesulfonate). Isolated yield 57.4%. As a reaction SMILES: [CH3:1][C:2]1[CH:7]=[CH:6][C:5]([S:8]([O:11][CH2:12][CH:13]2[CH2:17][C:16]3[CH:18]=[CH:19][CH:20]=[C:21](Br)[C:15]=3[O:14]2)(=[O:10])=[O:9])=[CH:4][CH:3]=1.[CH3:23][O:24][C:25]1[CH:30]=[C:29]([O:31][CH3:32])[CH:28]=[CH:27][C:26]=1B(O)O.C(=O)([O-])[O-].[K+].[K+]>CC1C=CC=CC=1[P](C1C=CC=CC=1C)([Pd](Cl)(Cl)[P](C1=C(C)C=CC=C1)(C1C=CC=CC=1C)C1C=CC=CC=1C)C1C=CC=CC=1C>[CH3:1][C:2]1[CH:7]=[CH:6][C:5]([S:8]([O:11][CH2:12][CH:13]2[CH2:17][C:16]3[CH:18]=[CH:19][CH:20]=[C:21]([C:28]4[CH:27]=[CH:26][C:25]([O:24][CH3:23])=[CH:30][C:29]=4[O:31][CH3:32])[C:15]=3[O:14]2)(=[O:10])=[O:9])=[CH:4][CH:3]=1 |f:2.3.4,^1:48,59|. Procedure details: Treatment of (±)-(7-bromo-2,3-dihydro-1-benzofuran-2-yl)methyl 4-methylbenzenesulfonate (5.0 g, 13.05 mmol) with 2,4-dimethoxyphenylboronic acid (3.56 g, 19.57 mmol), dichlorobis(tri-o-tolylphosphine)-palladium(II) (0.512 g, 0.652 mmol), and potassium carbonate (4.5 g, 32.62 mmol) generally according to the procedure described for Intermediate 37 provided 3.3 g (57%) of (±)-[7-(2,4-dimethoxyphenyl)-2,3-dihydro-1-benzofuran-2-yl]methyl 4-methylbenzenesulfonate as a light yellow solid. mp 120-123°... Reactants: CCO, CCOC(=O)c1cn(C2CC2)c2c(C)c(-c3cc(F)c4c(c3)CN(S(=O)(=O)c3ccc(C)cc3)C4)ccc2c1=O, Cl, [Na+], C1COCCO1, [OH-]. The product is Cc1ccc(S(=O)(=O)N2Cc3cc(-c4ccc5c(=O)c(C(=O)O)cn(C6CC6)c5c4C)cc(F)c3C2)cc1. RXN SMILES: [CH3:50][CH2:51][OH:52].[CH:1]1([n:4]2[cH:5][c:6]([C:36](=[O:37])[O:38][CH2:39][CH3:40])[c:7](=[O:35])[c:8]3[cH:9][cH:10][c:11](-[c:15]4[cH:16][c:17]5[c:21]([c:22]([F:24])[cH:23]4)[CH2:20][N:19]([S:25](=[O:26])(=[O:27])[c:28]4[cH:29][cH:30][c:31]([CH3:34])[cH:32][cH:33]4)[CH2:18]5)[c:12]([CH3:14])[c:13]23)[CH2:2][CH2:3]1.[ClH:49].[Na+:42].[O:43]1[CH2:44][CH2:45][O:46][CH2:47][CH2:48]1.[OH-:41]>>[CH:1]1([n:4]2[cH:5][c:6]([C:36](=[O:37])[OH:38])[c:7](=[O:35])[c:8]3[cH:9][cH:10][c:11](-[c:15]4[cH:16][c:17]5[c:21]([c:22]([F:24])[cH:23]4)[CH2:20][N:19]([S:25](=[O:26])(=[O:27])[c:28]4[cH:29][cH:30][c:31]([CH3:34])[cH:32][cH:33]4)[CH2:18]5)[c:12]([CH3:14])[c:13]23)[CH2:2][CH2:3]1. The reactants are BrCc1ccccc1Br, Cc1ccccc1, C[O-], CO, [Na+], O. The product is COCc1ccccc1Br. RXN SMILES: [Br:4][c:5]1[c:6]([CH2:7][Br:8])[cH:9][cH:10][cH:11][cH:12]1.[CH3:13][c:14]1[cH:15][cH:16][cH:17][cH:18][cH:19]1.[CH3:1][O-:2].[CH3:21][OH:22].[Na+:3].[OH2:20]>>[CH3:1][O:2][CH2:7][c:6]1[c:5]([Br:4])[cH:12][cH:11][cH:10][cH:9]1. Yields the product CCCCOP(=O)(OCCCC)C(N=Cc1ccccc1)C(=O)OCC(=O)c1ccc(Br)cc1. The reactants are CCCCCC, CCCCOP(=O)(CN=Cc1ccccc1)OCCCC, O=C(Cl)OCC(=O)c1ccc(Br)cc1, [Li]CCCC, C1CCOC1. As a reaction SMILES: [CH3:46][CH2:47][CH2:48][CH2:49][CH2:50][CH3:51].[CH:1]([c:2]1[cH:3][cH:4][cH:5][cH:6][cH:7]1)=[N:8][CH2:9][P:10]([O:11][CH2:12][CH2:13][CH2:14][CH3:15])([O:16][CH2:17][CH2:18][CH2:19][CH3:20])=[O:21].[Cl:27][C:28](=[O:29])[O:30][CH2:31][C:32](=[O:33])[c:34]1[cH:35][cH:36][c:37]([Br:40])[cH:38][cH:39]1.[Li:22][CH2:23][CH2:24][CH2:25][CH3:26].[O:41]1[CH2:42][CH2:43][CH2:44][CH2:45]1>>[CH:1]([c:2]1[cH:3][cH:4][cH:5][cH:6][cH:7]1)=[N:8][CH:9]([P:10]([O:11][CH2:12][CH2:13][CH2:14][CH3:15])([O:16][CH2:17][CH2:18][CH2:19][CH3:20])=[O:21])[C:28](=[O:29])[O:30][CH2:31][C:32](=[O:33])[c:34]1[cH:35][cH:36][c:37]([Br:40])[cH:38][cH:39]1. The reactants are COC(=O)c1ccc(OCCCC2Cc3c(c(OC)c(OC)c(OC)c3OC)C2)cc1, CO, [Na+], [OH-]. Yields the product COc1c2c(c(OC)c(OC)c1OC)CC(CCCOc1ccc(C(=O)O)cc1)C2. As a reaction SMILES: [CH3:1][O:2][c:3]1[c:4]2[c:8]([c:9]([O:16][CH3:17])[c:10]([O:14][CH3:15])[c:11]1[O:12][CH3:13])[CH2:7][CH:6]([CH2:18][CH2:19][CH2:20][O:21][c:22]1[cH:23][cH:24][c:25]([C:26](=[O:27])[O:28][CH3:29])[cH:30][cH:31]1)[CH2:5]2.[CH3:34][OH:35].[Na+:33].[OH-:32]>>[CH3:1][O:2][c:3]1[c:4]2[c:8]([c:9]([O:16][CH3:17])[c:10]([O:14][CH3:15])[c:11]1[O:12][CH3:13])[CH2:7][CH:6]([CH2:18][CH2:19][CH2:20][O:21][c:22]1[cH:23][cH:24][c:25]([C:26](=[O:27])[OH:28])[cH:30][cH:31]1)[CH2:5]2. Reactants: NC1=C2N=C(N(C2=NC(=N1)S)CC1=CC=CC=C1)O (6-amino-9-benzyl-8-hydroxy-2-mercaptopurine), C([O-])([O-])=O.[K+].[K+] (potassium carbonate), C(C1=CC=CC=C1)OCCl (benzyloxymethyl chloride). Run in CN(C=O)C (dimethylformamide). Run at time 4 hour. The product is NC1=C2N=C(N(C2=NC(=N1)SCOCC1=CC=CC=C1)CC1=CC=CC=C1)O (6-Amino-9-benzyl-2-(benzyloxymethyl)thio-8-hydroxypurine). Yield: 46.7%. Reaction SMILES: [NH2:1][C:2]1[N:10]=[C:9]([SH:11])[N:8]=[C:7]2[C:3]=1[N:4]=[C:5]([OH:19])[N:6]2[CH2:12][C:13]1[CH:18]=[CH:17][CH:16]=[CH:15][CH:14]=1.C(=O)([O-])[O-].[K+].[K+].[CH2:26]([O:33][CH2:34]Cl)[C:27]1[CH:32]=[CH:31][CH:30]=[CH:29][CH:28]=1>CN(C)C=O>[NH2:1][C:2]1[N:10]=[C:9]([S:11][CH2:34][O:33][CH2:26][C:27]2[CH:32]=[CH:31][CH:30]=[CH:29][CH:28]=2)[N:8]=[C:7]2[C:3]=1[N:4]=[C:5]([OH:19])[N:6]2[CH2:12][C:13]1[CH:18]=[CH:17][CH:16]=[CH:15][CH:14]=1 |f:1.2.3|. Procedure: Crude 6-amino-9-benzyl-8-hydroxy-2-mercaptopurine (134 mg, 0.49 mmol) was suspended in dimethylformamide (60 ml). To the suspension were added potassium carbonate (100 mg, 0.72 mmol) and benzyloxymethyl chloride (0.1 ml, 0.7 mmol) in order. The mixture was stirred at room temperature for 4 hours. The solvent was removed in vacuo, and the residue was purified by silica gel chromatography (3% methanol/chloroform) to give the subject compound (90 mg, yield 47%). Starting materials: CC1CN(CCC12CNC1=CC=CC=C12)CC1=CC=CC=C1 (3′-Methyl-1′-(phenylmethyl)-1,2-dihydrospiro[indole-3,4′-piperidine]), [H][H] (hydrogen). Reagents/catalysts: [Pd] (Pd/C). Solvent: C(C)(=O)O (acetic acid). Yields the product CC1CNCCC12CNC1=CC=CC=C12 (3′-methyl-1,2-dihydrospiro[indole-3,4′-piperidine]). The yield is 37.1%. As a reaction SMILES: [CH3:1][CH:2]1[C:7]2([C:15]3[C:10](=[CH:11][CH:12]=[CH:13][CH:14]=3)[NH:9][CH2:8]2)[CH2:6][CH2:5][N:4](CC2C=CC=CC=2)[CH2:3]1.[H][H]>[Pd].C(O)(=O)C>[CH3:1][CH:2]1[C:7]2([C:15]3[C:10](=[CH:11][CH:12]=[CH:13][CH:14]=3)[NH:9][CH2:8]2)[CH2:6][CH2:5][NH:4][CH2:3]1. Procedure details: 3′-Methyl-1′-(phenylmethyl)-1,2-dihydrospiro[indole-3,4′-piperidine] (10 mmol, 2.9 g), acetic acid (30 mL) and Pd/C (5%, 600 mg) were added to a Parr bottle. The mixture was subjected to hydrogen gas at 30 psi for 20 h, after which time the solution was filtered over celite, concentrated and purified by reverse phase chromatography, 10-50% acetonitrile/water (0.1% TFA) over 14 min to give 3′-methyl-1,2-dihydrospiro[indole-3,4′-piperidine] (750 mg) as the TFA salt as an off white solid. MS (ES) m... Starting materials: CCN, CCO, CC1(C)CCCC(C)(C)N1c1nc(Cl)nc(Cl)n1, O. Product: CCNc1nc(Cl)nc(N2C(C)(C)CCCC2(C)C)n1. As a reaction SMILES: [CH3:1][CH2:2][NH2:3].[CH3:23][CH2:24][OH:25].[Cl:4][c:5]1[n:6][c:7]([N:12]2[C:13]([CH3:20])([CH3:21])[CH2:14][CH2:15][CH2:16][C:17]2([CH3:18])[CH3:19])[n:8][c:9]([Cl:11])[n:10]1.[OH2:22]>>[CH3:1][CH2:2][NH:3][c:9]1[n:8][c:7]([N:12]2[C:13]([CH3:20])([CH3:21])[CH2:14][CH2:15][CH2:16][C:17]2([CH3:18])[CH3:19])[n:6][c:5]([Cl:4])[n:10]1. Starting materials: NC1=CC(=CC(=C1O)[N+](=O)[O-])Cl (6-amino-4-chloro-2-nitrophenol), C(C)(=O)OCC (ethyl acetate). Conditions: temperature 22.5 celsius, time 2 hour. The product is ClC=1C=C(C2=C(NC(O2)=O)C1)[N+](=O)[O-] (5-chloro-7-nitro-2(3H)-benzoxazolone). The yield is 99.0%. As a reaction SMILES: [NH2:1][C:2]1[C:7]([OH:8])=[C:6]([N+:9]([O-:11])=[O:10])[CH:5]=[C:4]([Cl:12])[CH:3]=1.[C:13](OCC)(=[O:15])C>>[Cl:12][C:4]1[CH:5]=[C:6]([N+:9]([O-:11])=[O:10])[C:7]2[O:8][C:13](=[O:15])[NH:1][C:2]=2[CH:3]=1. Procedure: 188.6 g (1 mole) of 6-amino-4-chloro-2-nitrophenol prepared according to Example 1c was suspended in 1000 ml of ethyl acetate under mild nitrogen purge and the optional present water was removed by azeotropic distillation of 250 ml of the solvent. The mixture was cooled to 20-25° C. and 224 g of carbonyldiimidazole was added as a slurry in 650 ml of ethyl acetate. An additional 100 ml of ethyl acetate was added and the mixture was vigorously stirred during two hours, without the application of c...